Dataset: the Open Reaction Database (ORD), a public repository of structured organic reaction records. Task: describe an organic reaction: reactants, conditions, products, and yield Reactants: OCC=1C=C(CC=2C=C3CCC(C3=CC2)NC(OCC2=CC=CC=C2)=O)C=C(C1)C(F)(F)F (benzyl 5-(3-(hydroxymethyl)-5-(trifluoromethyl)benzyl)-2,3-dihydro-1H-inden-1-ylcarbamate). Reagents/catalysts: [Pd] (palladium on carbon). Solvent: C(C)O (ethanol). Conditions: time 1 hour. Product: NC1CCC2=CC(=CC=C12)CC=1C=C(C=C(C1)C(F)(F)F)CO ((3-((1-amino-2,3-dihydro-1H-inden-5-yl)methyl)-5-(trifluoromethyl)phenyl)methanol). Isolated yield 90.1%. As a reaction SMILES: [OH:1][CH2:2][C:3]1[CH:4]=[C:5]([CH:27]=[C:28]([C:30]([F:33])([F:32])[F:31])[CH:29]=1)[CH2:6][C:7]1[CH:8]=[C:9]2[C:13](=[CH:14][CH:15]=1)[CH:12]([NH:16]C(=O)OCC1C=CC=CC=1)[CH2:11][CH2:10]2>[Pd].C(O)C>[NH2:16][CH:12]1[C:13]2[C:9](=[CH:8][C:7]([CH2:6][C:5]3[CH:4]=[C:3]([CH2:2][OH:1])[CH:29]=[C:28]([C:30]([F:31])([F:32])[F:33])[CH:27]=3)=[CH:15][CH:14]=2)[CH2:10][CH2:11]1. Reported procedure: A mixture of benzyl 5-(3-(hydroxymethyl)-5-(trifluoromethyl)benzyl)-2,3-dihydro-1H-inden-1-ylcarbamate (1.04 g, 2.28 mmol) and 10% palladium on carbon (38 mg) in ethanol (20 mL) was placed under hydrogen (balloon) and stirred at rt for 1 h. The mixture was filtered over Celite and concentrated under reduced pressure. The white solid was triturated with diethyl ether to afford the title compound as a white solid (660 mg, 90%). MS (ESI): m/z [M+NH2]+ 305.2 Starting materials: NC1=CC=C2/C(/C(NC2=C1)=O)=C(\C1=CC=CC=C1)/NC1=CC=C(C=C1)CN1CCCCC1 (6-amino-3-(Z)-{1-[4-(piperidin-1-yl-methyl)-anilino]-1-phenyl-methylidene}-2-indolinone), COC1OC(CC1)OC (2,5-dimethoxytetrahydrofuran). The solvent is C(C)(=O)O (acetic acid). Conditions: time 2 hour. Yields the product N1(CCCCC1)CC1=CC=C(N\C(\C2=CC=CC=C2)=C\2/C(NC3=CC(=CC=C23)N2C=CC=C2)=O)C=C1 (3-(Z)-{1-[4-(piperidin-1-yl-methyl)-anilino]-1-phenyl-methylidene}-6-(pyrrol-1-yl)-2-indolinone). As a reaction SMILES: [NH2:1][C:2]1[CH:10]=[C:9]2[C:5](/[C:6](=[C:12](/[NH:19][C:20]3[CH:25]=[CH:24][C:23]([CH2:26][N:27]4[CH2:32][CH2:31][CH2:30][CH2:29][CH2:28]4)=[CH:22][CH:21]=3)\[C:13]3[CH:18]=[CH:17][CH:16]=[CH:15][CH:14]=3)/[C:7](=[O:11])[NH:8]2)=[CH:4][CH:3]=1.CO[CH:35]1[CH2:39][CH2:38][CH:37](OC)O1>C(O)(=O)C>[N:27]1([CH2:26][C:23]2[CH:24]=[CH:25][C:20]([NH:19]/[C:12](=[C:6]3\[C:7](=[O:11])[NH:8][C:9]4[C:5]\3=[CH:4][CH:3]=[C:2]([N:1]3[CH:35]=[CH:39][CH:38]=[CH:37]3)[CH:10]=4)/[C:13]3[CH:14]=[CH:15][CH:16]=[CH:17][CH:18]=3)=[CH:21][CH:22]=2)[CH2:28][CH2:29][CH2:30][CH2:31][CH2:32]1. Reported procedure: 0.5 g of 6-amino-3-(Z)-{1-[4-(piperidin-1-yl-methyl)-anilino]-1-phenyl-methylidene}-2-indolinone are dissolved in 20 ml of glacial acetic acid and 0.2 ml of 2,5-dimethoxytetrahydrofuran are added. The mixture is refluxed for 1 hour, concentrated by evaporation and the residue is taken up in 20 ml of water. After another 2 hours' stirring the mixture is made basic with 1N sodium hydroxide solution, the aqueous phase is extracted with methylene chloride and the organic phase is dried over sodium s... Reactants: CON, CN(C)C=O, ClCc1cccc2ccccc12, Cl, [Na+], [Na+], O=C([O-])[O-]. Yields the product CONCc1cccc2ccccc12. As a reaction SMILES: [CH3:14][O:15][NH2:16].[CH3:23][N:24]([CH3:25])[CH:26]=[O:27].[Cl:1][CH2:2][c:3]1[cH:4][cH:5][cH:6][c:7]2[cH:8][cH:9][cH:10][cH:11][c:12]12.[ClH:13].[Na+:17].[Na+:18].[O-:19][C:20](=[O:21])[O-:22]>>[CH2:2]([c:3]1[cH:4][cH:5][cH:6][c:7]2[cH:8][cH:9][cH:10][cH:11][c:12]12)[NH:16][O:15][CH3:14]. Starting materials: ClCCl, O=C(OC(=O)C(F)(F)F)C(F)(F)F, Cc1cc2c(c3c1NC(=O)CC3)OC(C(N)=O)C2, c1ccncc1. The product is Cc1cc2c(c3c1NC(=O)CC3)OC(C#N)C2. As a reaction SMILES: [CH2:38]([Cl:39])[Cl:40].[F:25][C:26]([F:27])([F:28])[C:29]([O:30][C:31](=[O:32])[C:33]([F:34])([F:35])[F:36])=[O:37].[NH2:1][C:2](=[O:3])[CH:4]1[CH2:5][c:6]2[c:7]([c:8]3[c:13]([c:14]([CH3:16])[cH:15]2)[NH:12][C:11](=[O:17])[CH2:10][CH2:9]3)[O:18]1.[cH:19]1[cH:20][cH:21][n:22][cH:23][cH:24]1>>[N:1]#[C:2][CH:4]1[CH2:5][c:6]2[c:7]([c:8]3[c:13]([c:14]([CH3:16])[cH:15]2)[NH:12][C:11](=[O:17])[CH2:10][CH2:9]3)[O:18]1. The reactants are ON (N-hydroxyamine), Cl (HCl), resultant mixture, O=C(CO[C@H]1C[C@@H]([C@H](N(C1)C(=O)OC)C(=O)N1CCN(CC1)C1=CC=CC=C1)C(=O)OC)N1CCCC1 (dimethyl(2S,3S,5S)-5-(2-oxo-2-pyrrolidin-1-ylethoxy)-2-[(4-phenylpiperazin-1-yl)carbonyl]piperidine-1,3-dicarboxylate), C[O-].[Na+] (sodium methoxide). Run in CO (methanol), CO (methanol). Conditions: time 1 hour. The product is ONC(=O)[C@@H]1[C@H](N(C[C@H](C1)OCC(N1CCCC1)=O)C(=O)OC)C(=O)N1CCN(CC1)C1=CC=CC=C1 (methyl(2S,3S,5S)-3-[(hydroxyamino)carbonyl]-5-(2-oxo-2-pyrrolidin-1-ylethoxy)-2-[(4-phenylpiperazin-1-yl)carbonyl]piperidine-1-carboxylate). The yield is 18.0%. Reaction SMILES: [O:1]=[C:2]([N:33]1[CH2:37][CH2:36][CH2:35][CH2:34]1)[CH2:3][O:4][C@@H:5]1[CH2:10][N:9]([C:11]([O:13][CH3:14])=[O:12])[C@H:8]([C:15]([N:17]2[CH2:22][CH2:21][N:20]([C:23]3[CH:28]=[CH:27][CH:26]=[CH:25][CH:24]=3)[CH2:19][CH2:18]2)=[O:16])[C@@H:7]([C:29](OC)=[O:30])[CH2:6]1.[OH:38][NH2:39].C[O-].[Na+].Cl>CO>[OH:38][NH:39][C:29]([C@H:7]1[CH2:6][C@H:5]([O:4][CH2:3][C:2](=[O:1])[N:33]2[CH2:37][CH2:36][CH2:35][CH2:34]2)[CH2:10][N:9]([C:11]([O:13][CH3:14])=[O:12])[C@@H:8]1[C:15]([N:17]1[CH2:18][CH2:19][N:20]([C:23]2[CH:24]=[CH:25][CH:26]=[CH:27][CH:28]=2)[CH2:21][CH2:22]1)=[O:16])=[O:30] |f:2.3|. Procedure: To the reaction mixture of dimethyl(2S,3S,5S)-5-(2-oxo-2-pyrrolidin-1-ylethoxy)-2-[(4-phenylpiperazin-1-yl)carbonyl]piperidine-1,3-dicarboxylate (64 mg, 0.00012 mol) in methanol (0.5018 mL, 0.01239 mol) was added 1.640 M of N-hydroxyamine in methanol solution (1.51 mL) made from the corresponding salt and sodium methoxide. After stirred at rt for 1 h, the mixture was acidified with 1N HCl. The resultant mixture was applied directly on RP-HPLC to afford the product as a TFA salt (14 mg, 18%). MS ... Starting materials: Cn1cnc2ccc(Br)cc2c1=O, CC(C)(C)OC(=O)C[Zn+], C1CCOC1, CCOCC, [Cl-], O=C(C=Cc1ccccc1)C=Cc1ccccc1, O=C(C=Cc1ccccc1)C=Cc1ccccc1, O=C(C=Cc1ccccc1)C=Cc1ccccc1, [Pd], [Pd]. The product is Cn1cnc2ccc(CC(=O)OC(C)(C)C)cc2c1=O. RXN SMILES: [Br:1][c:2]1[cH:3][c:4]2[c:5](=[O:13])[n:6]([CH3:12])[cH:7][n:8][c:9]2[cH:10][cH:11]1.[C:15]([CH3:16])([CH3:17])([CH3:18])[O:19][C:20]([CH2:21][Zn+:22])=[O:23].[CH2:29]1[O:30][CH2:31][CH2:32][CH2:33]1.[CH3:24][CH2:25][O:26][CH2:27][CH3:28].[Cl-:14].[O:36]=[C:37]([CH:38]=[CH:39][c:40]1[cH:41][cH:42][cH:43][cH:44][cH:45]1)[CH:46]=[CH:47][c:48]1[cH:49][cH:50][cH:51][cH:52][cH:53]1.[O:54]=[C:55]([CH:56]=[CH:57][c:58]1[cH:59][cH:60][cH:61][cH:62][cH:63]1)[CH:64]=[CH:65][c:66]1[cH:67][cH:68][cH:69][cH:70][cH:71]1.[O:72]=[C:73]([CH:74]=[CH:75][c:76]1[cH:77][cH:78][cH:79][cH:80][cH:81]1)[CH:82]=[CH:83][c:84]1[cH:85][cH:86][cH:87][cH:88][cH:89]1.[Pd:34].[Pd:35]>>[c:2]1([CH2:21][C:20]([O:19][C:15]([CH3:16])([CH3:17])[CH3:18])=[O:23])[cH:3][c:4]2[c:5](=[O:13])[n:6]([CH3:12])[cH:7][n:8][c:9]2[cH:10][cH:11]1.